From a dataset of the Open Reaction Database (ORD), a public repository of structured organic reaction records. describe an organic reaction: reactants, conditions, products, and yield Starting materials: COC(=O)COc1cc2c(c3c1c(C(=O)C(N)=O)c(C)n3Cc1ccccc1-c1ccc(Br)s1)CCC2, Cl, [Li+], C1COCCO1, [OH-], O. Product: Cc1c(C(=O)C(N)=O)c2c(OCC(=O)O)cc3c(c2n1Cc1ccccc1-c1ccc(Br)s1)CCC3. As a reaction SMILES: [CH3:1][O:2][C:3]([CH2:4][O:5][c:6]1[c:7]2[c:8]([C:32]([C:33](=[O:34])[NH2:35])=[O:36])[c:9]([CH3:31])[n:10]([CH2:18][c:19]3[c:20](-[c:25]4[s:26][c:27]([Br:30])[cH:28][cH:29]4)[cH:21][cH:22][cH:23][cH:24]3)[c:11]2[c:12]2[c:13]([cH:14]1)[CH2:15][CH2:16][CH2:17]2)=[O:37].[ClH:40].[Li+:38].[O:41]1[CH2:42][CH2:43][O:44][CH2:45][CH2:46]1.[OH-:39].[OH2:47]>>[O:2]=[C:3]([CH2:4][O:5][c:6]1[c:7]2[c:8]([C:32]([C:33](=[O:34])[NH2:35])=[O:36])[c:9]([CH3:31])[n:10]([CH2:18][c:19]3[c:20](-[c:25]4[s:26][c:27]([Br:30])[cH:28][cH:29]4)[cH:21][cH:22][cH:23][cH:24]3)[c:11]2[c:12]2[c:13]([cH:14]1)[CH2:15][CH2:16][CH2:17]2)[OH:37].